This data is from the Open Reaction Database (ORD), a public repository of structured organic reaction records. The task is: describe an organic reaction: reactants, conditions, products, and yield Reactants: ClC=1C=C2C(=C(C(C3(CCOCC3)C2=CC1)=O)C(=O)OCC)O (ethyl 6-chloro-4-hydroxy-2-oxo-2′,3′,5′,6′-tetrahydro-spiro[naphthalene-1,4′-pyran]-3-carboxylate), Cl.COC(CN)=O (glycine methyl ester hydrochloride), CCN(C(C)C)C(C)C (DIPEA). Solvent: O1CCOCC1 (1,4-dioxane). Run at temperature 80 celsius. Yields the product ClC=1C=C2C(=C(C(C3(CCOCC3)C2=CC1)=O)C(=O)NCC(=O)OC)O (Methyl N-((6-chloro-4-hydroxy-2-oxo-2′,3′,5′,6′-tetrahydro-2H-spiro[naphthalene-1,4′-pyran]-3-yl)carbonyl)glycinate). Yield: 74.3%. RXN SMILES: [Cl:1][C:2]1[CH:3]=[C:4]2[C:14](=[CH:15][CH:16]=1)[C:8]1([CH2:13][CH2:12][O:11][CH2:10][CH2:9]1)[C:7](=[O:17])[C:6]([C:18](OCC)=[O:19])=[C:5]2[OH:23].Cl.[CH3:25][O:26][C:27](=[O:30])[CH2:28][NH2:29].CCN(C(C)C)C(C)C>O1CCOCC1>[Cl:1][C:2]1[CH:3]=[C:4]2[C:14](=[CH:15][CH:16]=1)[C:8]1([CH2:13][CH2:12][O:11][CH2:10][CH2:9]1)[C:7](=[O:17])[C:6]([C:18]([NH:29][CH2:28][C:27]([O:26][CH3:25])=[O:30])=[O:19])=[C:5]2[OH:23] |f:1.2|. Procedure: A mixture of ethyl 6-chloro-4-hydroxy-2-oxo-2′,3′,5′,6′-tetrahydro-spiro[naphthalene-1,4′-pyran]-3-carboxylate (0.810 g, 2.41 mmol), glycine methyl ester hydrochloride (0.39 g, 3.11 mmol, 1.3 eq.), 1,4-dioxane (7.0 mL) and DIPEA (1.3 mL, 7.46 mmol) was heated at 80° C. for 6 hours. The mixture was then cooled to room temperature and extracted with EtOAc (3×25 mL). The combined organic extracts were washed with 2N HCl and brine. The solution was dried (MgSO4) and concentrated under reduced pressu... Reactants: C(C(C)C)(=O)N (Isobutyramide), C=C1CC(=O)O1 (diketene), N1=CC=CC=C1 (pyridine), Cl.N1=CC=CC=C1 (pyridine hydrochloride). Run in ClC=C(Cl)Cl (trichloroethylene). The product is C(CC(=O)C)(=O)NC(C(C)C)=O (N-acetoacetylisobutyramide). Isolated yield 83.6%. RXN SMILES: [C:1]([NH2:6])(=[O:5])[CH:2]([CH3:4])[CH3:3].N1C=CC=CC=1.Cl.N1C=CC=CC=1.[CH2:20]=[C:21]1[O:25][C:23](=[O:24])[CH2:22]1>ClC=C(Cl)Cl>[C:23]([NH:6][C:1](=[O:5])[CH:2]([CH3:4])[CH3:3])(=[O:24])[CH2:22][C:21]([CH3:20])=[O:25] |f:2.3|. Procedure: Isobutyramide (8.7 g, 0.1 mole), pyridine (0.40 g, 0.005 mole), pyridine hydrochloride (1.73 g, 0.015 mole), diketene (8.4 g, 0.1 mole) and trichloroethylene (100 ml) were placed in a 250 ml, 3-neck flask equipped with a magnetic stirrer, a thermometer, a condenser, a drying tube and a heating mantle. The mixture was slowly heated to 80°, and the temperature range of 75°-81° was maintained for 1 hour. The slightly cooled reaction mixture was poured into a 500 ml, r.b. flask and the solvent was s... The reactants are N1(C=CC2=CC=CC=C12)C1=NC=NC(=N1)NC (2-(indol-1-yl)-4-methylamino-1,3,5-triazine), CI (methyl iodide). Yields the product [I-].CNC1=NC(=[N+](C=N1)C)N1C=CC2=CC=CC=C12 (4-methylamino-2-(indol-1-yl)-1-methyl-1,3,5-triazinium iodide). Isolated yield 29.0%. Reaction SMILES: [N:1]1([C:10]2[N:15]=[C:14]([NH:16][CH3:17])[N:13]=[CH:12][N:11]=2)[C:9]2[C:4](=[CH:5][CH:6]=[CH:7][CH:8]=2)[CH:3]=[CH:2]1.[CH3:18][I:19]>>[I-:19].[CH3:17][NH:16][C:14]1[N:13]=[CH:12][N+:11]([CH3:18])=[C:10]([N:1]2[C:9]3[C:4](=[CH:5][CH:6]=[CH:7][CH:8]=3)[CH:3]=[CH:2]2)[N:15]=1 |f:2.3|. Procedure: Using a similar process to that described in Example 1, 2-(indol-1-yl)-4-methylamino-1,3,5-triazine was reacted with methyl iodide to afford 4-methylamino-2-(indol-1-yl)-1-methyl-1,3,5-triazinium iodide in 29% yield as a solid, mp 284°-285° C. (after recrystallisation from methanol). The reactants are Clc1cccc(-c2c[nH]nc2OCc2ccccc2)c1, CN(C)C=O, ClCCN1CCCCC1, Cl, [H-], [Na+], O. Yields the product Clc1cccc(-c2cn(CCN3CCCCC3)nc2OCc2ccccc2)c1. As a reaction SMILES: [CH2:1]([c:2]1[cH:3][cH:4][cH:5][cH:6][cH:7]1)[O:8][c:9]1[n:10][nH:11][cH:12][c:13]1-[c:14]1[cH:15][c:16]([Cl:20])[cH:17][cH:18][cH:19]1.[CH3:34][N:35]([CH3:36])[CH:37]=[O:38].[Cl:24][CH2:25][CH2:26][N:27]1[CH2:28][CH2:29][CH2:30][CH2:31][CH2:32]1.[ClH:23].[H-:21].[Na+:22].[OH2:33]>>[CH2:1]([c:2]1[cH:3][cH:4][cH:5][cH:6][cH:7]1)[O:8][c:9]1[n:10][n:11]([CH2:25][CH2:26][N:27]2[CH2:28][CH2:29][CH2:30][CH2:31][CH2:32]2)[cH:12][c:13]1-[c:14]1[cH:15][c:16]([Cl:20])[cH:17][cH:18][cH:19]1.